Dataset: the Open Reaction Database (ORD), a public repository of structured organic reaction records. Task: describe an organic reaction: reactants, conditions, products, and yield Starting materials: C1CCOC1, COC(=O)c1ccc(Br)c(O)c1, OCCc1ccc(Cl)cc1Cl, CCOC(=O)N=NC(=O)OCC, c1ccc(P(c2ccccc2)c2ccccc2)cc1. Yields the product COC(=O)c1ccc(Br)c(OCCc2ccc(Cl)cc2Cl)c1. RXN SMILES: [CH2:55]1[O:56][CH2:57][CH2:58][CH2:59]1.[CH3:20][O:21][C:22]([c:23]1[cH:24][c:25]([OH:30])[c:26]([Br:29])[cH:27][cH:28]1)=[O:31].[Cl:44][c:45]1[c:46]([CH2:52][CH2:53][OH:54])[cH:47][cH:48][c:49]([Cl:51])[cH:50]1.[O:32]=[C:33]([O:34][CH2:35][CH3:36])[N:37]=[N:38][C:39]([O:40][CH2:41][CH3:42])=[O:43].[c:1]1([P:2]([c:3]2[cH:4][cH:5][cH:6][cH:7][cH:8]2)[c:9]2[cH:10][cH:11][cH:12][cH:13][cH:14]2)[cH:15][cH:16][cH:17][cH:18][cH:19]1>>[CH3:20][O:21][C:22]([c:23]1[cH:24][c:25]([O:30][CH2:53][CH2:52][c:46]2[c:45]([Cl:44])[cH:50][c:49]([Cl:51])[cH:48][cH:47]2)[c:26]([Br:29])[cH:27][cH:28]1)=[O:31]. Reactants: C[Si](C)(C)c1ccc(-c2ccc(Br)cc2F)c(F)c1F, C1CCOC1, [Li]CCCC, COC(C)(C)C, ICCI, O. Product: C[Si](C)(C)c1ccc(-c2ccc(I)cc2F)c(F)c1F. RXN SMILES: [Br:6][c:7]1[cH:8][c:9]([F:25])[c:10](-[c:13]2[c:14]([F:24])[c:15]([F:23])[c:16]([Si:19]([CH3:20])([CH3:21])[CH3:22])[cH:17][cH:18]2)[cH:11][cH:12]1.[CH2:31]1[O:32][CH2:33][CH2:34][CH2:35]1.[CH3:1][CH2:2][CH2:3][CH2:4][Li:5].[CH3:36][O:37][C:38]([CH3:39])([CH3:40])[CH3:41].[I:26][CH2:27][CH2:28][I:29].[OH2:30]>>[c:7]1([I:26])[cH:8][c:9]([F:25])[c:10](-[c:13]2[c:14]([F:24])[c:15]([F:23])[c:16]([Si:19]([CH3:20])([CH3:21])[CH3:22])[cH:17][cH:18]2)[cH:11][cH:12]1.